This data is from the Open Reaction Database (ORD), a public repository of structured organic reaction records. The task is: describe an organic reaction: reactants, conditions, products, and yield Reactants: C1CCOC1, CCOC(=O)c1cn2c(-c3ccc(Cl)cc3Cl)c(CN=[N+]=[N-])c(C)nc2n1, O, c1ccc(P(c2ccccc2)c2ccccc2)cc1. The product is CCOC(=O)c1cn2c(-c3ccc(Cl)cc3Cl)c(CN)c(C)nc2n1. Reaction SMILES: [CH2:47]1[O:48][CH2:49][CH2:50][CH2:51]1.[N:1](=[N+:2]=[N-:3])[CH2:4][c:5]1[c:6]([CH3:27])[n:7][c:8]2[n:9]([c:10]1-[c:11]1[c:12]([Cl:18])[cH:13][c:14]([Cl:17])[cH:15][cH:16]1)[cH:19][c:20]([C:22](=[O:23])[O:24][CH2:25][CH3:26])[n:21]2.[OH2:52].[c:28]1([P:29]([c:30]2[cH:31][cH:32][cH:33][cH:34][cH:35]2)[c:36]2[cH:37][cH:38][cH:39][cH:40][cH:41]2)[cH:42][cH:43][cH:44][cH:45][cH:46]1>>[NH2:1][CH2:4][c:5]1[c:6]([CH3:27])[n:7][c:8]2[n:9]([c:10]1-[c:11]1[c:12]([Cl:18])[cH:13][c:14]([Cl:17])[cH:15][cH:16]1)[cH:19][c:20]([C:22](=[O:23])[O:24][CH2:25][CH3:26])[n:21]2. Product: C1(=CC=CC=C1)N1C(OC(C1)CCCN1CCN(CC1)C1=NC=CC=C1)=O (3-Phenyl-5-[3-[4-(2-pyridinyl)-1-piperazinyl]propyl]-2-oxazolidinone). Solvent: C(CCC)O (n-butanol). RXN SMILES: Cl[CH2:2][CH2:3][CH2:4][CH:5]1[O:9][C:8](=[O:10])[N:7]([C:11]2[CH:16]=[CH:15][CH:14]=[CH:13][CH:12]=2)[CH2:6]1.[N:17]1[CH:22]=[CH:21][CH:20]=[CH:19][C:18]=1[N:23]1[CH2:28][CH2:27][NH:26][CH2:25][CH2:24]1.C(=O)([O-])[O-].[K+].[K+].[I-].[K+]>C(O)CCC>[C:11]1([N:7]2[CH2:6][CH:5]([CH2:4][CH2:3][CH2:2][N:26]3[CH2:27][CH2:28][N:23]([C:18]4[CH:19]=[CH:20][CH:21]=[CH:22][N:17]=4)[CH2:24][CH2:25]3)[O:9][C:8]2=[O:10])[CH:16]=[CH:15][CH:14]=[CH:13][CH:12]=1 |f:2.3.4,5.6|. The reactants are ClCCCC1CN(C(O1)=O)C1=CC=CC=C1 (5-(3-chloropropyl)-3-phenyl-2-oxazolidinone), N1=C(C=CC=C1)N1CCNCC1 (1-(2-pyridinyl)piperazine), C([O-])([O-])=O.[K+].[K+] (potassium carbonate), [I-].[K+] (potassium iodide). The yield is 56.0%. Procedure: Following the procedure of Example 5, a mixture of 5-(3-chloropropyl)-3-phenyl-2-oxazolidinone (4.5 g, 0.0188 mol), 1-(2-pyridinyl)piperazine (3.07 g, 0.0188 mol), potassium carbonate (7.81 g, 0.0565 mol), and potassium iodide (1.0 g) in n-butanol (200 mL) gave a solid which was recrystallized from isopropanol/isopropyl ether and dried under high vacuum to give 3.86 g (56% yield), mp 123°-125° C. The reactants are Br, O=C([O-])[O-], CO, COc1cccc(Cl)c1-c1ccccc1C, [K+], [K+], O. Yields the product Cc1ccccc1-c1c(O)cccc1Cl. RXN SMILES: [BrH:23].[C:17](=[O:18])([O-:19])[O-:20].[CH3:25][OH:26].[Cl:1][c:2]1[c:3](-[c:10]2[c:11]([CH3:16])[cH:12][cH:13][cH:14][cH:15]2)[c:4]([O:8][CH3:9])[cH:5][cH:6][cH:7]1.[K+:21].[K+:22].[OH2:24]>>[Cl:1][c:2]1[c:3](-[c:10]2[c:11]([CH3:16])[cH:12][cH:13][cH:14][cH:15]2)[c:4]([OH:8])[cH:5][cH:6][cH:7]1.